Dataset: the Open Reaction Database (ORD), a public repository of structured organic reaction records. Task: describe an organic reaction: reactants, conditions, products, and yield Starting materials: Cl (hydrochloric acid), [OH-].[Na+] (sodium hydroxide), N12CC(C(CC1)CC2)=O (3-quinuclidinone), solution, C(=C)[Mg]Br (vinylmagnesium bromide). Run in O1CCCC1 (tetrahydrofuran), O1CCCC1 (tetrahydrofuran). Reaction conditions: time 24 hour. Yields the product C(=C)C1(CN2CCC1CC2)O (3-Ethenyl-3-hydroxy-1-azabicyclo [2.2.2]octane). Yield: 54.0%. As a reaction SMILES: [N:1]12[CH2:8][CH2:7][CH:4]([CH2:5][CH2:6]1)[C:3](=[O:9])[CH2:2]2.[CH:10]([Mg]Br)=[CH2:11].Cl.[OH-].[Na+]>O1CCCC1>[CH:10]([C:3]1([OH:9])[CH:4]2[CH2:7][CH2:8][N:1]([CH2:6][CH2:5]2)[CH2:2]1)=[CH2:11] |f:3.4|. Procedure details: Under an argon atmosphere, a solution of 3-quinuclidinone (1.25 g, 10 mmol) in anhydrous tetrahydrofuran (10 mL) was added over 15 minutes to a 1 M solution of vinylmagnesium bromide in tetrahydrofuran (20 mL, 20 mmol) at 0° C. to 5° C., stirred at room temperature for 24 hours, cooled to 0° C., and acidified to pH 1 with 6 M hydrochloric acid. The mixture was stirred for 15 minutes, basified to pH 10 with 25% aqueous sodium hydroxide, extracted with chloroform (4×50 mL) and chloroform/methanol ... Starting materials: NC1=C(C2=C(S1)CCCC2)C(N)=O (2-amino-3-carbamoyl-4,5,6,7-tetrahydrobenzo[b]thiophene), C1(=CC=CC=C1)CC(=O)O (phenylacetic acid), ON1N=NC2=C1C=CC=C2 (N-hydroxybenzotriazole), N-cyclohexylcarbodiimide-N′-methylpolystyrene, tris-(2-aminoethyl)-amine polystyrene, resin, OC1=CC=CC=2NN=NC21 (hydroxybenzotriazole). The solvent is ClCCl (dichloromethane), CN(C=O)C (dimethylformamide). Conditions: temperature 20 celsius, time 170 hour. Yields the product C(N)(=O)C=1C2=C(SC1NC(CC1=CC=CC=C1)=O)CCCC2 (N-[3-carbamoyl-4,5,6,7-tetrahydrobenzo[b]thien-2-yl]phenylacetamide). As a reaction SMILES: [NH2:1][C:2]1[S:6][C:5]2[CH2:7][CH2:8][CH2:9][CH2:10][C:4]=2[C:3]=1[C:11](=[O:13])[NH2:12].[C:14]1([CH2:20][C:21](O)=[O:22])[CH:19]=[CH:18][CH:17]=[CH:16][CH:15]=1.ON1C2C=CC=CC=2N=N1.OC1C2N=NNC=2C=CC=1>ClCCl.CN(C)C=O>[C:11]([C:3]1[C:4]2[CH2:10][CH2:9][CH2:8][CH2:7][C:5]=2[S:6][C:2]=1[NH:1][C:21](=[O:22])[CH2:20][C:14]1[CH:19]=[CH:18][CH:17]=[CH:16][CH:15]=1)(=[O:13])[NH2:12]. Reported procedure: A mixture of commercially available 2-amino-3-carbamoyl-4,5,6,7-tetrahydrobenzo[b]thiophene (5 mg, 0.026 mmol), phenylacetic acid (7 mg, 0.05 mmol), N-hydroxybenzotriazole (8.5 mg, 0.065 mmol), and N-cyclohexylcarbodiimide-N′-methylpolystyrene (loading about 1.5 mmol/g resin, 50 mg) in dichloromethane (2 ml)/dimethylformamide (0.5 ml) was agitated at 20° C. for 170 h. Afterward tris-(2-aminoethyl)-amine polystyrene (loading about 4 mmol/g resin 40 mg) was added for scavenging the hydroxybenzotri...